This data is from the Open Reaction Database (ORD), a public repository of structured organic reaction records. The task is: describe an organic reaction: reactants, conditions, products, and yield Reactants: Cl.NO (Hydroxylamine hydrochloride), C(C)OC(C(=CN(C)C)C(C1=CC=CC=C1)=O)=O (ethyl-2-benzoyl-3-dimethylaminopropenoate), C(C)(=O)[O-].[Na+] (sodium acetate), CCOCC (ether). Run in CO (methanol). Conditions: time 16 hour. Product: C(C)OC(=O)C=1C=NOC1C1=CC=CC=C1 (ethyl-5-phenyl-4-isoxazolecarboxylate). Isolated yield 31.6%. Reaction SMILES: Cl.NO.[CH2:4]([O:6][C:7](=[O:21])[C:8]([C:13](=[O:20])[C:14]1[CH:19]=[CH:18][CH:17]=[CH:16][CH:15]=1)=[CH:9][N:10](C)C)[CH3:5].C([O-])(=O)C.[Na+].CCOCC>CO>[CH2:4]([O:6][C:7]([C:8]1[CH:9]=[N:10][O:20][C:13]=1[C:14]1[CH:19]=[CH:18][CH:17]=[CH:16][CH:15]=1)=[O:21])[CH3:5] |f:0.1,3.4|. Procedure details: Hydroxylamine hydrochloride (1.1 g.; 0.016 mol.) was added to a mixture of ethyl-2-benzoyl-3-dimethylaminopropenoate (3.71 g.; 0.015 mol.) and anhydrous sodium acetate (1.25 g.; 0.015 mol.) in 50 ml. of ether and 25 ml. of methanol at 25° C. After 16 hours, the solvent was removed by evaporation and the residue was extracted with five 50 ml. portions of ether. The ether extracts were combined, washed with water, dried, filtered, then concentrated to yield an oil which was further purified by eva... Starting materials: C1=C(C=CC=2C(C3=CC=CC=C3C(C12)=O)=O)C(=O)OCC (ethyl anthraquinone-2-carboxylate), C(C)O (ethanol), O1CCOCC1 (dioxane), O.NN (hydrazine hydrate). Solvent: O (water). Run at time 48 hour. Yields the product C1=C(C=CC=2C(C3=CC=CC=C3C(C12)=O)=O)C(=O)NN (Anthraquinone-2-carboxylic acid hydrazide). RXN SMILES: [CH:1]1[C:14]2[C:13](=[O:15])[C:12]3[C:7](=[CH:8][CH:9]=[CH:10][CH:11]=3)[C:6](=[O:16])[C:5]=2[CH:4]=[CH:3][C:2]=1[C:17]([O:19]CC)=O.C(O)C.O1CCOCC1.O.[NH2:32][NH2:33]>O>[CH:1]1[C:14]2[C:13](=[O:15])[C:12]3[C:7](=[CH:8][CH:9]=[CH:10][CH:11]=3)[C:6](=[O:16])[C:5]=2[CH:4]=[CH:3][C:2]=1[C:17]([NH:32][NH2:33])=[O:19] |f:3.4|. Reported procedure: A mixture of ethyl anthraquinone-2-carboxylate (4.83 g) 25 ml of ethanol, 50 ml of dioxane and 7 ml of hydrazine hydrate is boiled under argon for 48 hours. It is poured into water and the product is isolated by filtration and dried at 60° C. in a vacuum oven. Crystallization of the crude product (4.05 g) from dimethylformamide/chloroform gives 3.01 g of product with a melting point (m.p.) of 250° C./decomposition. Reactants: ClC1=CC=C(OC2C(C2C(=O)O)(C)C)C=C1 (3-(4-chlorophenoxy)-2,2-dimethylcyclopropanecarboxylic acid), S(=O)(Cl)Cl (thionyl chloride), O (water), C(C1=CC=CC=C1)C1=C(NC=C1)CO (3-benzylpyrrolylmethyl alcohol). Reagents/catalysts: CN(C)C=O (DMF). Solvent: C1=CC=CC=C1 (benzene). Run at time 2 day. Yields the product ClC1=CC=C(OC2C(C2C(=O)OCC=2NC=CC2CC2=CC=CC=C2)(C)C)C=C1 (3-benzylpyrrolylmethyl 3-(4-chlorophenoxy)-2,2-dimethylcyclopropanecarboxylate). RXN SMILES: [Cl:1][C:2]1[CH:16]=[CH:15][C:5]([O:6][CH:7]2[CH:9]([C:10]([OH:12])=[O:11])[C:8]2([CH3:14])[CH3:13])=[CH:4][CH:3]=1.S(Cl)(Cl)=O.[CH2:21]([C:28]1[CH:32]=[CH:31][NH:30][C:29]=1[CH2:33]O)[C:22]1[CH:27]=[CH:26][CH:25]=[CH:24][CH:23]=1.O>CN(C=O)C.C1C=CC=CC=1>[Cl:1][C:2]1[CH:3]=[CH:4][C:5]([O:6][CH:7]2[CH:9]([C:10]([O:12][CH2:33][C:29]3[NH:30][CH:31]=[CH:32][C:28]=3[CH2:21][C:22]3[CH:27]=[CH:26][CH:25]=[CH:24][CH:23]=3)=[O:11])[C:8]2([CH3:13])[CH3:14])=[CH:15][CH:16]=1. Procedure details: A mixture of 3-(4-chlorophenoxy)-2,2-dimethylcyclopropanecarboxylic acid (0.95 g, 3.95 mmol), thionyl chloride (0.342 ml, 4.74 mmol) and DMF (several drops) in 50 ml benzene is stirred at RT for 2 days. The solvent and excess thionyl chloride are evaporated under reduced pressure. The resulting acid chloride is dissolved in 50 ml benzene, and 3-benzylpyrrolylmethyl alcohol (3.95 mmol) and 0.482 g 4-dimethtylaminopyridine (3.95 mmol) are added. The mixture is left at 25° for 18 hours and then hea... Starting materials: C(C)(C)(C)OC(N(C)CC[C@@H]1CC[C@H](CC1)CO)=O (trans-[2-(4-hydroxymethyl-cyclohexyl)-ethyl]-methyl-carbamic acid tert-butyl ester), CS(=O)(=O)Cl (methanesulfonyl chloride). Yields the product C(C)(C)(C)OC(=O)N(CC[C@@H]1CC[C@H](CC1)COS(=O)(=O)C)C (trans-methanesulfonic acid 4-[2-(tert-butoxycarbonyl-methyl-amino)-ethyl]-cyclohexylmethyl ester). Reaction SMILES: [C:1]([O:5][C:6](=[O:19])[N:7]([CH2:9][CH2:10][C@H:11]1[CH2:16][CH2:15][C@H:14]([CH2:17][OH:18])[CH2:13][CH2:12]1)[CH3:8])([CH3:4])([CH3:3])[CH3:2].[CH3:20][S:21](Cl)(=[O:23])=[O:22]>>[C:1]([O:5][C:6]([N:7]([CH3:8])[CH2:9][CH2:10][C@H:11]1[CH2:12][CH2:13][C@H:14]([CH2:17][O:18][S:21]([CH3:20])(=[O:23])=[O:22])[CH2:15][CH2:16]1)=[O:19])([CH3:3])([CH3:2])[CH3:4]. Procedure: In analogy to the procedures described in examples 11.13 and 11.14, trans-[2-(4-hydroxymethyl-cyclohexyl)-ethyl]-methyl-carbamic acid tert-butyl ester (example 11.8) was reacted with methanesulfonyl chloride to give trans-methanesulfonic acid 4-[2-(tert-butoxycarbonyl-methyl-amino)-ethyl]-cyclohexylmethyl ester, which was subsequently treated with 4N hydrogen chloride in dioxan to yield trans-methanesulfonic acid 4-(2-methylamino-ethyl)-cyclohexylmethyl ester HCl salt as colorless solid, MS: 250...